Dataset: the Open Reaction Database (ORD), a public repository of structured organic reaction records. Task: describe an organic reaction: reactants, conditions, products, and yield The reactants are FC=1C=C(C=CC1)NC1=NC=C(C(=N1)NCCCOC)C#CCCCN1C(C2=CC=CC=C2C1=O)=O (2-(5-(2-((3-fluorophenyl)amino)-4-((3-methoxypropyl)amino)pyrimidin-5-yl)-4-pentyn-1-yl)isoindoline-1,3-dione), C(C)(=O)OCC (ethyl acetate). Run in O1CCCC1 (tetrahydrofuran), C(C)O (ethanol), O.NN (hydrazine monohydrate). Run at time 1 hour. Yields the product NCCCC#CC=1C(=NC(=NC1)NC1=CC(=CC=C1)F)NCCCOC (5-(5-amino-1-pentyn-1-yl)-N2-(3-fluorophenyl)-N4-(3-methoxypropyl)pyrimidine-2,4-diamine). The yield is 83.4%. Reaction SMILES: [F:1][C:2]1[CH:3]=[C:4]([NH:8][C:9]2[N:14]=[C:13]([NH:15][CH2:16][CH2:17][CH2:18][O:19][CH3:20])[C:12]([C:21]#[C:22][CH2:23][CH2:24][CH2:25][N:26]3C(=O)C4C(=CC=CC=4)C3=O)=[CH:11][N:10]=2)[CH:5]=[CH:6][CH:7]=1.C(OCC)(=O)C>O1CCCC1.C(O)C.O.NN>[NH2:26][CH2:25][CH2:24][CH2:23][C:22]#[C:21][C:12]1[C:13]([NH:15][CH2:16][CH2:17][CH2:18][O:19][CH3:20])=[N:14][C:9]([NH:8][C:4]2[CH:5]=[CH:6][CH:7]=[C:2]([F:1])[CH:3]=2)=[N:10][CH:11]=1 |f:4.5|. Procedure details: To a solution of 2-(5-(2-((3-fluorophenyl)amino)-4-((3-methoxypropyl)amino)pyrimidin-5-yl)-4-pentyn-1-yl)isoindoline-1,3-dione (J6, 90 mg) in tetrahydrofuran (1 mL) and ethanol (0.5 mL), hydrazine monohydrate (100 μL) was added at room temperature, and the mixture was stirred for 1 hour under reflux by heating. The reaction mixture was cooled to room temperature, and then ethyl acetate was added to the reaction mixture. The insoluble matter was removed by filtration, and then 1.0 mol/L aqueous h... Starting materials: [Sn] (Tin), CNC1(CC=C(CC1)C=1NC2=CC=CC=C2C1CCC1=CC=NC=C1)C1=CC=CC=C1 (2-(4-(Methylamino)-4-phenylcyclohex-1-enyl)-3-(2-(pyridin-4-yl)ethyl)-1H-indole), [OH-].[Na+] (sodium hydroxide). Solvent: C(Cl)Cl (methylene chloride), Br (hydrogen bromide). Conditions: time 20 hour. Yields the product CNC1(CCC(CC1)C=1NC2=CC=CC=C2C1CCC1=CC=NC=C1)C1=CC=CC=C1 (N-Methyl-1-phenyl-4-(3-(2-(pyridin-4-yl)ethyl)-1H-indol-2-yl)cyclohexanamine). Reaction SMILES: [CH3:1][NH:2][C:3]1([C:26]2[CH:31]=[CH:30][CH:29]=[CH:28][CH:27]=2)[CH2:8][CH2:7][C:6]([C:9]2[NH:10][C:11]3[C:16]([C:17]=2[CH2:18][CH2:19][C:20]2[CH:25]=[CH:24][N:23]=[CH:22][CH:21]=2)=[CH:15][CH:14]=[CH:13][CH:12]=3)=[CH:5][CH2:4]1.[Sn].[OH-].[Na+]>Br.C(Cl)Cl>[CH3:1][NH:2][C:3]1([C:26]2[CH:31]=[CH:30][CH:29]=[CH:28][CH:27]=2)[CH2:8][CH2:7][CH:6]([C:9]2[NH:10][C:11]3[C:16]([C:17]=2[CH2:18][CH2:19][C:20]2[CH:21]=[CH:22][N:23]=[CH:24][CH:25]=2)=[CH:15][CH:14]=[CH:13][CH:12]=3)[CH2:5][CH2:4]1 |f:2.3,^3:31|. Procedure details: Ex. 254 (350 mg, 0.86 mmol) was dissolved in hydrogen bromide/glacial acetic acid (33% HBr, 18 ml). Tin powder (1.02 g, 8.6 mmol) was then added to the mixture in portions at room temperature in the course of 40 min. A yellow suspension was formed. The mixture was stirred for a further 20 h. The mixture was then diluted with methylene chloride (50 ml) and rendered alkaline with 5 N sodium hydroxide solution (50 ml), while cooling with ice. The phases were separated. The aqueous phase was extract... Reactants: O=C(OCc1ccccc1)C(Cc1ccc(Br)cc1)N(Cc1ccccc1)Cc1ccccc1, CCCC[Sn](CCCC)(CCCC)c1ccccn1, [Cl-], [Li+], CN(C)C=O, c1ccc(P(c2ccccc2)(c2ccccc2)[Pd](P(c2ccccc2)(c2ccccc2)c2ccccc2)(P(c2ccccc2)(c2ccccc2)c2ccccc2)P(c2ccccc2)(c2ccccc2)c2ccccc2)cc1. Yields the product O=C(OCc1ccccc1)C(Cc1ccc(-c2ccccn2)cc1)N(Cc1ccccc1)Cc1ccccc1. Reaction SMILES: [CH2:1]([c:2]1[cH:3][cH:4][cH:5][cH:6][cH:7]1)[O:8][C:9]([CH:10]([CH2:11][c:12]1[cH:13][cH:14][c:15]([Br:18])[cH:16][cH:17]1)[N:19]([CH2:20][c:21]1[cH:22][cH:23][cH:24][cH:25][cH:26]1)[CH2:27][c:28]1[cH:29][cH:30][cH:31][cH:32][cH:33]1)=[O:34].[CH2:37]([Sn:38]([CH2:39][CH2:40][CH2:41][CH3:48])([c:42]1[n:43][cH:44][cH:45][cH:46][cH:47]1)[CH2:49][CH2:50][CH2:51][CH3:52])[CH2:53][CH2:54][CH3:55].[Cl-:35].[Li+:36].[O:56]=[CH:57][N:58]([CH3:59])[CH3:60].[cH:61]1[cH:62][cH:63][c:64]([P:65]([Pd:66]([P:67]([c:68]2[cH:69][cH:70][cH:71][cH:72][cH:73]2)([c:74]2[cH:75][cH:76][cH:77][cH:78][cH:79]2)[c:80]2[cH:81][cH:82][cH:83][cH:84][cH:85]2)([P:86]([c:87]2[cH:88][cH:89][cH:90][cH:91][cH:92]2)([c:93]2[cH:94][cH:95][cH:96][cH:97][cH:98]2)[c:99]2[cH:100][cH:101][cH:102][cH:103][cH:104]2)[P:105]([c:106]2[cH:107][cH:108][cH:109][cH:110][cH:111]2)([c:112]2[cH:113][cH:114][cH:115][cH:116][cH:117]2)[c:118]2[cH:119][cH:120][cH:121][cH:122][cH:123]2)([c:124]2[cH:125][cH:126][cH:127][cH:128][cH:129]2)[c:130]2[cH:131][cH:132][cH:133][cH:134][cH:135]2)[cH:136][cH:137]1>>[CH2:1]([c:2]1[cH:3][cH:4][cH:5][cH:6][cH:7]1)[O:8][C:9]([CH:10]([CH2:11][c:12]1[cH:13][cH:14][c:15](-[c:42]2[n:43][cH:44][cH:45][cH:46][cH:47]2)[cH:16][cH:17]1)[N:19]([CH2:20][c:21]1[cH:22][cH:23][cH:24][cH:25][cH:26]1)[CH2:27][c:28]1[cH:29][cH:30][cH:31][cH:32][cH:33]1)=[O:34]. Reactants: O=C1NC(=O)c2c1c1c3cccc(OCc4ccccc4)c3[nH]c1c1[nH]c3c(OCc4ccccc4)cccc3c21, ClCOCc1ccccc1, [H-], [Na+], CN(C)C=O. Product: O=C1c2c(c3c4cccc(OCc5ccccc5)c4[nH]c3c3[nH]c4c(OCc5ccccc5)cccc4c23)C(=O)N1COCc1ccccc1. RXN SMILES: [CH2:1]([c:2]1[cH:3][cH:4][cH:5][cH:6][cH:7]1)[O:8][c:9]1[cH:10][cH:11][cH:12][c:13]2[c:14]1[nH:15][c:16]1[c:17]2[c:18]2[c:19]([c:20]3[c:21]4[cH:22][cH:23][cH:24][c:25]([O:29][CH2:30][c:31]5[cH:32][cH:33][cH:34][cH:35][cH:36]5)[c:26]4[nH:27][c:28]13)[C:37](=[O:41])[NH:38][C:39]2=[O:40].[CH2:44]([c:45]1[cH:46][cH:47][cH:48][cH:49][cH:50]1)[O:51][CH2:52][Cl:53].[H-:42].[Na+:43].[O:54]=[CH:55][N:56]([CH3:57])[CH3:58]>>[CH2:1]([c:2]1[cH:3][cH:4][cH:5][cH:6][cH:7]1)[O:8][c:9]1[cH:10][cH:11][cH:12][c:13]2[c:14]1[nH:15][c:16]1[c:17]2[c:18]2[c:19]([c:20]3[c:21]4[cH:22][cH:23][cH:24][c:25]([O:29][CH2:30][c:31]5[cH:32][cH:33][cH:34][cH:35][cH:36]5)[c:26]4[nH:27][c:28]13)[C:37](=[O:41])[N:38]([CH2:52][O:51][CH2:44][c:45]1[cH:46][cH:47][cH:48][cH:49][cH:50]1)[C:39]2=[O:40]. Reactants: C=C(CO)CO, CCCC[Sn](=O)CCCC, Cn1ccnc1, Cc1ccccc1, O, Cc1ccc(S(=O)(=O)Cl)cc1. Yields the product C=C(CO)COS(=O)(=O)c1ccc(C)cc1. RXN SMILES: [CH2:1]=[C:2]([CH2:3][OH:4])[CH2:5][OH:6].[CH2:7]([Sn:8](=[O:9])[CH2:10][CH2:11][CH2:12][CH3:13])[CH2:14][CH2:15][CH3:16].[CH3:17][n:18]1[cH:19][cH:20][n:21][cH:22]1.[CH3:34][c:35]1[cH:36][cH:37][cH:38][cH:39][cH:40]1.[OH2:41].[S:23](=[O:24])(=[O:25])([c:26]1[cH:27][cH:28][c:29]([CH3:30])[cH:31][cH:32]1)[Cl:33]>>[CH2:1]=[C:2]([CH2:3][O:4][S:23](=[O:24])(=[O:25])[c:26]1[cH:27][cH:28][c:29]([CH3:30])[cH:31][cH:32]1)[CH2:5][OH:6]. Starting materials: COc1ccc2nc(CCl)sc2n1, c1ccc(N2CCNCC2)cc1. The product is COc1ccc2nc(CN3CCN(c4ccccc4)CC3)sc2n1. RXN SMILES: [Cl:1][CH2:2][c:3]1[s:4][c:5]2[n:6][c:7]([O:12][CH3:13])[cH:8][cH:9][c:10]2[n:11]1.[c:14]1([N:20]2[CH2:21][CH2:22][NH:23][CH2:24][CH2:25]2)[cH:15][cH:16][cH:17][cH:18][cH:19]1>>[CH2:2]([c:3]1[s:4][c:5]2[n:6][c:7]([O:12][CH3:13])[cH:8][cH:9][c:10]2[n:11]1)[N:23]1[CH2:22][CH2:21][N:20]([c:14]2[cH:15][cH:16][cH:17][cH:18][cH:19]2)[CH2:25][CH2:24]1. Starting materials: C(C)(C)(C)OC(C)(C)C.[K] (potassium t-butyloxide), ClC1=C(C=CC(=C1)Cl)S (2,4-dichlorobenzenethiol), ClC1=C(C=C(S1)C=O)[N+](=O)[O-] (5-chloro-4-nitrothiophene-2-carbaldehyde), O (water). Run in O1CCCC1 (tetrahydrofuran), O1CCCC1 (tetrahydrofuran). Reaction conditions: time 15 minute. The product is ClC1=C(C=CC(=C1)Cl)SC1=C(C=C(S1)C=O)[N+](=O)[O-] (5-(2,4-dichlorophenylsulfanyl)-4-nitrothiophene-2-carbaldehyde). Yield: 82.4%. RXN SMILES: C(OC(C)(C)C)(C)(C)C.[K].[Cl:11][C:12]1[CH:17]=[C:16]([Cl:18])[CH:15]=[CH:14][C:13]=1[SH:19].Cl[C:21]1[S:25][C:24]([CH:26]=[O:27])=[CH:23][C:22]=1[N+:28]([O-:30])=[O:29].O>O1CCCC1>[Cl:11][C:12]1[CH:17]=[C:16]([Cl:18])[CH:15]=[CH:14][C:13]=1[S:19][C:21]1[S:25][C:24]([CH:26]=[O:27])=[CH:23][C:22]=1[N+:28]([O-:30])=[O:29] |f:0.1,^1:9|. Procedure details: To suspension of potassium t-butyloxide (0.412 g, 3.67 mmol) in anhydrous tetrahydrofuran (20 mL), 2,4-dichlorobenzenethiol (0.6 g, 3.34 mmol) was added. The resulting mixture was stirred at ambient temperature for 15 minutes. After this time, a solution of 5-chloro-4-nitrothiophene-2-carbaldehyde (0.64 g, 3.34 mmol) in anhydrous tetrahydrofuran (5 mL) was added and the reaction mixture was stirred at ambient temperature for 2 hours. Then the above mixture was further heated under reflux for 2 h... Starting materials: C[Si](C)(C)[N-][Si](C)(C)C.[Na+] (NaHMDS), COC(=O)NC1=C(C=CC=C1)[C@@H]1N(C(C2=CC(=C(C=C2[C@H]1C(=O)OC)OC)OC)=O)C (trans-3-[2-(Methoxycarbonylamino)phenyl]-3,4-dihydro-6,7-dimethoxy-4-methoxycarbonyl-2-methyl-1(2H)-isoquinolone), C1(=CC=CC=C1)[Se]Cl (phenylselenyl chloride). The solvent is C1CCOC1 (THF), C1CCOC1 (THF). Conditions: temperature -78 celsius, time 1 hour. The product is COC=1C=C2C(=C(N(C(C2=CC1OC)=O)C)C1=C(C=CC=C1)NC(=O)OC)C(=O)OC (Methyl 6,7-Dimethoxy-3-(2-(methoxycarbonylamino)phenyl)-2-methyl-1-oxo-1,2-dihydroisoquinoline-4-carboxylate). The yield is 61.9%. Reaction SMILES: C[Si]([N-][Si](C)(C)C)(C)C.[Na+].[CH3:11][O:12][C:13]([NH:15][C:16]1[CH:21]=[CH:20][CH:19]=[CH:18][C:17]=1[C@H:22]1[C@H:31]([C:32]([O:34][CH3:35])=[O:33])[C:30]2[C:25](=[CH:26][C:27]([O:38][CH3:39])=[C:28]([O:36][CH3:37])[CH:29]=2)[C:24](=[O:40])[N:23]1[CH3:41])=[O:14].C1([Se]Cl)C=CC=CC=1>C1COCC1>[CH3:37][O:36][C:28]1[CH:29]=[C:30]2[C:25](=[CH:26][C:27]=1[O:38][CH3:39])[C:24](=[O:40])[N:23]([CH3:41])[C:22]([C:17]1[CH:18]=[CH:19][CH:20]=[CH:21][C:16]=1[NH:15][C:13]([O:12][CH3:11])=[O:14])=[C:31]2[C:32]([O:34][CH3:35])=[O:33] |f:0.1|. Reported procedure: NaHMDS (1 M solution in THF-heptanes, 1.8 mL, 1.8 mmol) was slowly added to a solution of 11 (320 mg, 0.75 mmol) in dry THF (20 mL) at −78° C. The reaction mixture was stirred at −78° C. for 1 h, and then a solution of phenylselenyl chloride (216 g, 1.13 mmol) in dry THF (5 mL) was added dropwise and the mixture was stirred at −78° C. for 2 h. The reaction mixture was allowed to warm to room temperature and stirred at this temperature for 3 h. The reaction mixture was quenched by slow addition o...